From a dataset of the Open Reaction Database (ORD), a public repository of structured organic reaction records. describe an organic reaction: reactants, conditions, products, and yield Starting materials: ClCCCl, Cn1ccc(C2(N)CC2)n1, ClCCl, Cl, CNC(=O)c1c(-c2ccc(F)cc2)oc2ccc(-c3cc(C(=O)O)c(OC)cc3C)cc12, On1nnc2ccccc21. Yields the product CNC(=O)c1c(-c2ccc(F)cc2)oc2ccc(-c3cc(C(=O)NC4(c5ccn(C)n5)CC4)c(OC)cc3C)cc12. Reaction SMILES: [CH2:53]([Cl:54])[CH2:55][Cl:56].[CH3:33][n:34]1[n:35][c:36]([C:39]2([NH2:42])[CH2:40][CH2:41]2)[cH:37][cH:38]1.[Cl:58][CH2:59][Cl:60].[ClH:57].[F:1][c:2]1[cH:3][cH:4][c:5](-[c:8]2[o:9][c:10]3[c:11]([c:12]2[C:13]([NH:14][CH3:15])=[O:16])[cH:17][c:18](-[c:21]2[c:22]([CH3:32])[cH:23][c:24]([O:30][CH3:31])[c:25]([C:26](=[O:27])[OH:28])[cH:29]2)[cH:19][cH:20]3)[cH:6][cH:7]1.[OH:43][n:44]1[c:45]2[c:46]([cH:47][cH:48][cH:49][cH:50]2)[n:51][n:52]1>>[F:1][c:2]1[cH:3][cH:4][c:5](-[c:8]2[o:9][c:10]3[c:11]([c:12]2[C:13]([NH:14][CH3:15])=[O:16])[cH:17][c:18](-[c:21]2[c:22]([CH3:32])[cH:23][c:24]([O:30][CH3:31])[c:25]([C:26](=[O:27])[NH:42][C:39]4([c:36]5[n:35][n:34]([CH3:33])[cH:38][cH:37]5)[CH2:40][CH2:41]4)[cH:29]2)[cH:19][cH:20]3)[cH:6][cH:7]1. Starting materials: S1CC(NCC2=C1C=CC=C2)=S (4,5-dihydro-1,4-benzothiazepin-3(2H)-thione), Cl.NO (hydroxylamine hydrochloride), C(C)(=O)[O-].[Na+] (sodium acetate). Run in C(C)O (ethanol). Product: ON=C1CSC2=C(CN1)C=CC=C2 (3-hydroxyimino-2,3,4,5-tetrahydro-1,4-benzothiazepine). As a reaction SMILES: [S:1]1[C:7]2[CH:8]=[CH:9][CH:10]=[CH:11][C:6]=2[CH2:5][NH:4][C:3](=S)[CH2:2]1.Cl.[NH2:14][OH:15].C([O-])(=O)C.[Na+]>C(O)C>[OH:15][N:14]=[C:3]1[NH:4][CH2:5][C:6]2[CH:11]=[CH:10][CH:9]=[CH:8][C:7]=2[S:1][CH2:2]1 |f:1.2,3.4|. Reported procedure: A mixture of 4,5-dihydro-1,4-benzothiazepin-3(2H)-thione (1.56 g), hydroxylamine hydrochloride (0.83 g) and sodium acetate (0.98 g) in dry ethanol (100 ml) was heated under reflux for three hours. The mixture was cooled, and the precipitated solid was collected by filtration and washed with water. Purification of the precipitate by flash chromatography using dichloromethane/ethanol (95:5) as eluent gave 3-hydroxyimino-2,3,4,5-tetrahydro-1,4-benzothiazepine, which was recrystallised from ethanol.... Starting materials: C(=O)(O)[O-].[Na+] (NaHCO3), Cl (HCl), C(C)(C)(C)C1=NN(C(N1)=O)C1=NC(=C(C=C1)OC1=CC(=NC=C1)C=1C=NN(C1)CCOC1OCCCC1)C (3-(tert-Butyl)-1-(6-methyl-5-((2-(1-(2-((tetrahydro-2H-pyran-2-yl)oxy)ethyl)-1H-pyrazol-4-yl)pyridin-4-yl)oxy)pyridin-2-yl)-1H-1,2,4-triazol-5(4H)-one). The solvent is CC#N (MeCN), CC#N (MeCN), O (water). Conditions: time 20 minute. Product: C(C)(C)(C)C1=NN(C(N1)=O)C1=NC(=C(C=C1)OC1=CC(=NC=C1)C=1C=NN(C1)CCO)C (3-(tert-butyl)-1-(5-((2-(1-(2-hydroxyethyl)-1H-pyrazol-4-yl)pyridin-4-yl)oxy)-6-methylpyridin-2-yl)-1H-1,2,4-triazol-5(4H)-one). Yield: 87.8%. As a reaction SMILES: [C:1]([C:5]1[NH:9][C:8](=[O:10])[N:7]([C:11]2[CH:16]=[CH:15][C:14]([O:17][C:18]3[CH:23]=[CH:22][N:21]=[C:20]([C:24]4[CH:25]=[N:26][N:27]([CH2:29][CH2:30][O:31]C5CCCCO5)[CH:28]=4)[CH:19]=3)=[C:13]([CH3:38])[N:12]=2)[N:6]=1)([CH3:4])([CH3:3])[CH3:2].Cl.C([O-])(O)=O.[Na+]>CC#N.O>[C:1]([C:5]1[NH:9][C:8](=[O:10])[N:7]([C:11]2[CH:16]=[CH:15][C:14]([O:17][C:18]3[CH:23]=[CH:22][N:21]=[C:20]([C:24]4[CH:25]=[N:26][N:27]([CH2:29][CH2:30][OH:31])[CH:28]=4)[CH:19]=3)=[C:13]([CH3:38])[N:12]=2)[N:6]=1)([CH3:4])([CH3:3])[CH3:2] |f:2.3|. Procedure: 3-(tert-Butyl)-1-(6-methyl-5-((2-(1-(2-((tetrahydro-2H-pyran-2-yl)oxy)ethyl)-1H-pyrazol-4-yl)pyridin-4-yl)oxy)pyridin-2-yl)-1H-1,2,4-triazol-5(4H)-one (0.18 g, 0.34 mmol) was dissolved in MeCN and treated with a HCl (4 M in dioxane) (0.25 mL, 1.0 mmol). The mixture was stirred at RT for 20 min. Sat. NaHCO3 (aq) (15 mL) was added and the suspension was extracted with EtOAc (5×15 mL). The combined organics were dried (Na2SO4) and concentrated in vacuo. The residue was purified by silica gel chroma... Reactants: COC([C@@H](NC([C@@H](N)C)=O)CC1=CC=CC=C1)=O (N-(L-alaninyl)-L-phenylalanine methyl ester), C(=O)(OC(C)(C)C)N[C@@H](C)C(=O)O (N-BOC-L-alanine), COC([C@@H](N)CC1=CC=CC=C1)=O (L-phenylalanine methyl ester). Product: COC([C@@H](NC([C@@H](NC(CCC=CCCCCC)=O)C)=O)CC1=CC=CC=C1)=O (N-[N-(Dec-4enoyl)-L-alaninyl]-L-phenylalanine Methyl Ester). As a reaction SMILES: [CH3:1][O:2][C:3](=[O:18])[C@H:4]([CH2:11][C:12]1[CH:17]=[CH:16][CH:15]=[CH:14][CH:13]=1)[NH:5][C:6](=[O:10])[C@H:7]([CH3:9])[NH2:8].C(N[C@H:27]([C:29]([OH:31])=O)[CH3:28])(OC(C)(C)C)=O.CO[C:34](=O)[C@H:35]([CH2:37][C:38]1C=C[CH:41]=[CH:40][CH:39]=1)N>>[CH3:1][O:2][C:3](=[O:18])[C@H:4]([CH2:11][C:12]1[CH:17]=[CH:16][CH:15]=[CH:14][CH:13]=1)[NH:5][C:6](=[O:10])[C@H:7]([CH3:9])[NH:8][C:29](=[O:31])[CH2:27][CH2:28][CH:34]=[CH:35][CH2:37][CH2:38][CH2:39][CH2:40][CH3:41]. Reported procedure: Following General Procedure A and using N-(L-alaninyl)-L-phenylalanine methyl ester (prepared by coupling N-BOC-L-alanine (Sigma) and L-phenylalanine methyl ester (Sigma) using General Procedure A, followed by removal of the BOC-group using General Procedure Y) and dec-4-enoic acid prepare from ethyl dec-4enoate (ICM) using General Procedure N), the title compound was prepared as a solid (mp =115.5-117.5° C.). The reaction was monitored by tlc (Rf=0.52 in 50% EtOAc/hexanes; 0.60 in 10% CH3OH/CH2... The product is CN1C(=CC2=CC=CN=C12)COC1=CC=C(CC2C(N(C(S2)=O)C(C2=CC=CC=C2)(C2=CC=CC=C2)C2=CC=CC=C2)=O)C=C1 (5-[4-(1-Methyl-7-azaindol-2-ylmethoxy)benzyl]-3-triphenylmethylthiazolidine-2,4 dione). Reactants: OCC=1N(C2=NC=CC=C2C1)C (2-hydroxymethyl-1-methyl-7-azaindole), OC1=CC=C(CC2C(N(C(S2)=O)C(C2=CC=CC=C2)(C2=CC=CC=C2)C2=CC=CC=C2)=O)C=C1 (5-(4-hydroxybenzyl)-3-triphenylmethylthiazolidine-2,4-dione), N(=NC(=O)OCC)C(=O)OCC (diethyl azodicarboxylate), C1(=CC=CC=C1)P(C1=CC=CC=C1)C1=CC=CC=C1 (triphenylphosphine). Run in O1CCCC1 (tetrahydrofuran). Procedure: A solution of 103 mg of 2-hydroxymethyl-1-methyl-7-azaindole (prepared as described in Preparation 81), 346 mg of 5-(4-hydroxybenzyl)-3-triphenylmethylthiazolidine-2,4-dione, 166 mg of diethyl azodicarboxylate and 250 mg of triphenylphosphine in 3 ml of tetrahydrofuran was stirred at room temperature for 15 hours. At the end of this time, the reaction mixture was freed from the solvent by distillation. The resulting residue was purified by column chromatography through silica gel, using a gradie... Reaction SMILES: [OH:1][CH2:2][C:3]1[N:4]([CH3:12])[C:5]2[C:10]([CH:11]=1)=[CH:9][CH:8]=[CH:7][N:6]=2.O[C:14]1[CH:46]=[CH:45][C:17]([CH2:18][CH:19]2[S:23][C:22](=[O:24])[N:21]([C:25]([C:38]3[CH:43]=[CH:42][CH:41]=[CH:40][CH:39]=3)([C:32]3[CH:37]=[CH:36][CH:35]=[CH:34][CH:33]=3)[C:26]3[CH:31]=[CH:30][CH:29]=[CH:28][CH:27]=3)[C:20]2=[O:44])=[CH:16][CH:15]=1.N(C(OCC)=O)=NC(OCC)=O.C1(P(C2C=CC=CC=2)C2C=CC=CC=2)C=CC=CC=1>O1CCCC1>[CH3:12][N:4]1[C:5]2[C:10](=[CH:9][CH:8]=[CH:7][N:6]=2)[CH:11]=[C:3]1[CH2:2][O:1][C:14]1[CH:46]=[CH:45][C:17]([CH2:18][CH:19]2[S:23][C:22](=[O:24])[N:21]([C:25]([C:38]3[CH:43]=[CH:42][CH:41]=[CH:40][CH:39]=3)([C:32]3[CH:33]=[CH:34][CH:35]=[CH:36][CH:37]=3)[C:26]3[CH:31]=[CH:30][CH:29]=[CH:28][CH:27]=3)[C:20]2=[O:44])=[CH:16][CH:15]=1. The yield is 71.5%.